From a dataset of the Open Reaction Database (ORD), a public repository of structured organic reaction records. describe an organic reaction: reactants, conditions, products, and yield Reactants: NaHCO, [F-].C(CCC)[N+](CCCC)(CCCC)CCCC (tetrabutylammonium fluoride), CN(C)CCN1C(SC(C1=O)C(CC(C(C)(C)C)(O[SiH3])C)C)C=1C=NC=CC1 (3-dimethylaminoethyl-5-(3-t-butyldimethyl-silyloxypropyl)-2-(3-pyridyl)thiazolidin-4-one). The solvent is O1CCCC1 (tetrahydrofuran), O1CCCC1 (tetrahydrofuran). Reaction conditions: time 2 hour. The product is CN(C)CCN1C(SC(C1=O)CCCO)C=1C=NC=CC1 (3-dimethylaminoethyl-5-(3-hydroxypropyl)-2-(3-pyridyl)thiazolidin-4-one). Yield: 91.3%. As a reaction SMILES: [F-].C([N+](CCCC)(CCCC)CCCC)CCC.[CH3:19][N:20]([CH2:22][CH2:23][N:24]1[C:28](=[O:29])[CH:27]([CH:30](C)[CH2:31][C:32](C)([O:37][SiH3])C(C)(C)C)[S:26][CH:25]1[C:41]1[CH:42]=[N:43][CH:44]=[CH:45][CH:46]=1)[CH3:21]>O1CCCC1>[CH3:19][N:20]([CH2:22][CH2:23][N:24]1[C:28](=[O:29])[CH:27]([CH2:30][CH2:31][CH2:32][OH:37])[S:26][CH:25]1[C:41]1[CH:42]=[N:43][CH:44]=[CH:45][CH:46]=1)[CH3:21] |f:0.1|. Reported procedure: A lM solution (15 ml) of tetrabutylammonium fluoride in tetrahydrofuran was added dropwise to a solution of 3-dimethylaminoethyl-5-(3-t-butyldimethyl-silyloxypropyl)-2-(3-pyridyl)thiazolidin-4-one (2.6 g, 6.02 mmol) in dry tetrahydrofuran (12 ml) under cooling with ice. Then the mixture was stirred at room temperature for 2 hours to complete the reaction. Saturated aqueous NaHCO (10 ml) was added dropwise to the product mixture, and the resulting aqueous layer was extracted 6 times with ethyl ac... As a reaction SMILES: [C:25](=[O:26])([O-:27])[O-:28].[CH2:12]1[NH:13][CH2:14][CH2:15][c:16]2[c:17]1[nH:18][c:19]1[cH:20][cH:21][cH:22][cH:23][c:24]21.[CH3:1][O:2][C:3]([c:4]1[cH:5][n:6][c:7]([Cl:10])[cH:8][cH:9]1)=[O:11].[K+:29].[K+:30].[O:31]1[CH2:32][CH2:33][O:34][CH2:35][CH2:36]1>>[CH3:1][O:2][C:3]([c:4]1[cH:5][n:6][c:7]([N:13]2[CH2:12][c:17]3[c:16]([c:24]4[c:19]([nH:18]3)[cH:20][cH:21][cH:22][cH:23]4)[CH2:15][CH2:14]2)[cH:8][cH:9]1)=[O:11]. Starting materials: O=C([O-])[O-], c1ccc2c3c([nH]c2c1)CNCC3, COC(=O)c1ccc(Cl)nc1, [K+], [K+], C1COCCO1. The product is COC(=O)c1ccc(N2CCc3c([nH]c4ccccc34)C2)nc1. The reactants are O=C([O-])O, CO, Cl, Cc1cccc(C(=O)O)c1N, [Na+]. Yields the product COC(=O)c1cccc(C)c1N. RXN SMILES: [C:13](=[O:14])([OH:15])[O-:16].[CH3:18][OH:19].[ClH:12].[NH2:1][c:2]1[c:3]([C:4](=[O:5])[OH:6])[cH:7][cH:8][cH:9][c:10]1[CH3:11].[Na+:17]>>[NH2:1][c:2]1[c:3]([C:4](=[O:5])[O:6][CH3:13])[cH:7][cH:8][cH:9][c:10]1[CH3:11]. The reactants are C(C(=O)OCC)(=O)OCC (diethyl oxalate), C(C)(C)(C)OC(=O)NC1=CC(=CC=C1)OC(C)C (N-(t-butyloxycarbonyl)-3-isopropoxyaniline), C(C)(C)(C)[Li] (t-butyllithium), Cl (HCl). Solvent: C1CCOC1 (THF), C1CCOC1 (THF), hexanes. Run at temperature -20 celsius, time 2 hour. Product: C(C)(C)OC1=C2C(C(NC2=CC=C1)=O)=O (4-isopropoxy-1H-indol-2,3-dione). RXN SMILES: C(O[C:6]([NH:8][C:9]1[CH:14]=[CH:13][CH:12]=[C:11]([O:15][CH:16]([CH3:18])[CH3:17])[CH:10]=1)=[O:7])(C)(C)C.C([Li])(C)(C)C.C(OCC)(=O)[C:25](OCC)=[O:26].Cl>C1COCC1>[CH:16]([O:15][C:11]1[CH:12]=[CH:13][CH:14]=[C:9]2[C:10]=1[C:25](=[O:26])[C:6](=[O:7])[NH:8]2)([CH3:17])[CH3:18]. Reported procedure: A solution of 3.78 g (25.0 mmol) of 3-isopropoxy aniline and di-tert-butyl dicarbonate in 25 mL of THF was heated to reflux for 2 h. The solution was cooled to ambient tempurature, and solvent was removed in vacuo. The residue was dissolved in 100 mL of EtOAc, and the solution was washed with three 50-mL portions of 0.5 M citric acid and 50 mL of brine. The solution was dried over MgSO4 and removal of solvent in vacuo afforded N-(t-butyloxy-carbonyl)-3-isopropoxyaniline as a white solid (5.75 g,... Yields the product O=C1CCC(N2Cc3c(OCc4ccc(CN5CCN(C(=O)C(F)(F)F)CC5)cc4)cccc3C2=O)C(=O)N1. Starting materials: O=C1CCC(N2Cc3c(OCc4ccc(CBr)cc4)cccc3C2=O)C(=O)N1, CCN(C(C)C)C(C)C, ClCCl, O=C(N1CCNCC1)C(F)(F)F, O. As a reaction SMILES: [Br:1][CH2:2][c:3]1[cH:4][cH:5][c:6]([CH2:7][O:8][c:9]2[c:10]3[c:14]([cH:15][cH:16][cH:17]2)[C:13](=[O:18])[N:12]([CH:19]2[C:20](=[O:26])[NH:21][C:22](=[O:25])[CH2:23][CH2:24]2)[CH2:11]3)[cH:27][cH:28]1.[CH:41]([N:42]([CH2:43][CH3:44])[CH:45]([CH3:46])[CH3:47])([CH3:48])[CH3:49].[Cl:51][CH2:52][Cl:53].[F:29][C:30]([C:31](=[O:32])[N:33]1[CH2:34][CH2:35][NH:36][CH2:37][CH2:38]1)([F:39])[F:40].[OH2:50]>>[CH2:2]([c:3]1[cH:4][cH:5][c:6]([CH2:7][O:8][c:9]2[c:10]3[c:14]([cH:15][cH:16][cH:17]2)[C:13](=[O:18])[N:12]([CH:19]2[C:20](=[O:26])[NH:21][C:22](=[O:25])[CH2:23][CH2:24]2)[CH2:11]3)[cH:27][cH:28]1)[N:36]1[CH2:35][CH2:34][N:33]([C:31]([C:30]([F:29])([F:39])[F:40])=[O:32])[CH2:38][CH2:37]1.